From a dataset of the Open Reaction Database (ORD), a public repository of structured organic reaction records. describe an organic reaction: reactants, conditions, products, and yield Starting materials: NC(CC(=O)O)C1=CC(=C(C=C1)OCC1=CC=CC=C1)OC (3-amino-3-(4-benzyloxy-3-methoxyphenyl)propionic acid), C([O-])([O-])=O.[Na+].[Na+] (sodium carbonate), CCOCC (ether), C(=O)(OCC)N1C(C=2C(C1=O)=CC=CC2)=O (N-carbethoxyphthalimide). The solvent is O (water), C(C)#N (acetonitrile). Reaction conditions: time 1 hour. Product: C1(C=2C(C(N1C(CC(=O)O)C1=CC(=C(C=C1)OCC1=CC=CC=C1)OC)=O)=CC=CC2)=O (3-phthalimido-3-(4-benzyloxy-3-methoxyphenyl)-propionic acid). The yield is 75.6%. As a reaction SMILES: [NH2:1][CH:2]([C:7]1[CH:12]=[CH:11][C:10]([O:13][CH2:14][C:15]2[CH:20]=[CH:19][CH:18]=[CH:17][CH:16]=2)=[C:9]([O:21][CH3:22])[CH:8]=1)[CH2:3][C:4]([OH:6])=[O:5].C(=O)([O-])[O-].[Na+].[Na+].C(N1[C:38](=[O:39])[C:37]2=[CH:40][CH:41]=[CH:42][CH:43]=[C:36]2[C:35]1=[O:44])(OCC)=O.CCOCC>O.C(#N)C>[C:35]1(=[O:44])[N:1]([CH:2]([C:7]2[CH:12]=[CH:11][C:10]([O:13][CH2:14][C:15]3[CH:20]=[CH:19][CH:18]=[CH:17][CH:16]=3)=[C:9]([O:21][CH3:22])[CH:8]=2)[CH2:3][C:4]([OH:6])=[O:5])[C:38](=[O:39])[C:37]2=[CH:40][CH:41]=[CH:42][CH:43]=[C:36]12 |f:1.2.3|. Procedure: To a stirred solution of 3-amino-3-(4-benzyloxy-3-methoxyphenyl)propionic acid (1.505 g, 5.00 mmol) and sodium carbonate (0.572 g, 5.40 mmol) in a mixture of 75 mL of water and 175 mL of acetonitrile (mixture was warmed gently to dissolve solid) was added N-carbethoxyphthalimide (1.096 g, 5.00 mmol). The mixture was stirred for 1 hour, then partially concentrated in vacuo to remove the acetonitrile. A small amount of solid formed which was removed by filtration. The pH of the solution was adjust... Starting materials: CCOC(C)=O, COC(=O)C1CC2(CCN1C(=O)OCc1ccccc1)OCCO2. Product: COC(=O)C1CC2(CCN1)OCCO2. RXN SMILES: [CH3:25][CH2:26][O:27][C:28](=[O:29])[CH3:30].[O:1]1[CH2:2][CH2:3][O:4][C:5]12[CH2:6][CH:7]([C:21](=[O:22])[O:23][CH3:24])[N:8]([C:11]([O:12][CH2:13][c:14]1[cH:15][cH:16][cH:17][cH:18][cH:19]1)=[O:20])[CH2:9][CH2:10]2>>[O:1]1[CH2:2][CH2:3][O:4][C:5]12[CH2:6][CH:7]([C:21](=[O:22])[O:23][CH3:24])[NH:8][CH2:9][CH2:10]2.